Dataset: the Open Reaction Database (ORD), a public repository of structured organic reaction records. Task: describe an organic reaction: reactants, conditions, products, and yield Starting materials: COCOc1ccc2c(=O)c(O)c(-c3ccc(OCc4ccccc4)c(OCOC)c3)oc2c1, CCN(C(C)C)C(C)C, COCCl, ClCCl. The product is COCOc1ccc2c(=O)c(OCOC)c(-c3ccc(OCc4ccccc4)c(OCOC)c3)oc2c1. As a reaction SMILES: [CH2:1]([c:2]1[cH:3][cH:4][cH:5][cH:6][cH:7]1)[O:8][c:9]1[c:10]([O:31][CH2:32][O:33][CH3:34])[cH:11][c:12](-[c:15]2[o:16][c:17]3[cH:18][c:19]([O:27][CH2:28][O:29][CH3:30])[cH:20][cH:21][c:22]3[c:23](=[O:26])[c:24]2[OH:25])[cH:13][cH:14]1.[CH:35]([N:36]([CH2:37][CH3:38])[CH:39]([CH3:40])[CH3:41])([CH3:42])[CH3:43].[Cl:44][CH2:45][O:46][CH3:47].[Cl:48][CH2:49][Cl:50]>>[CH2:1]([c:2]1[cH:3][cH:4][cH:5][cH:6][cH:7]1)[O:8][c:9]1[c:10]([O:31][CH2:32][O:33][CH3:34])[cH:11][c:12](-[c:15]2[o:16][c:17]3[cH:18][c:19]([O:27][CH2:28][O:29][CH3:30])[cH:20][cH:21][c:22]3[c:23](=[O:26])[c:24]2[O:25][CH2:45][O:46][CH3:47])[cH:13][cH:14]1. The reactants are C(C)(C)OB1OC(C(O1)(C)C)(C)C (2-isopropoxy-4,4,5,5-tetramethyl-1,3,2-dioxaborolane), CC=1C=NNC1 (4-methylpyrazole), [Li]CCCC (n-BuLi), Heterocyclic. Solvent: [NH4+].[Cl-] (NH4Cl). Conditions: time 1 hour. Product: C(C)N1N=CC=C1B1OC(C(O1)(C)C)(C)C (1-ethyl-5-(4,4,5,5-tetramethyl-1,3,2-dioxaborolan-2-yl)-1H-pyrazole). Yield: 88.3%. Reaction SMILES: C[C:2]1[CH:3]=[N:4][NH:5][CH:6]=1.[Li][CH2:8][CH2:9]CC.C(O[B:16]1[O:20][C:19]([CH3:22])([CH3:21])[C:18]([CH3:24])([CH3:23])[O:17]1)(C)C>[NH4+].[Cl-]>[CH2:8]([N:5]1[C:6]([B:16]2[O:20][C:19]([CH3:22])([CH3:21])[C:18]([CH3:24])([CH3:23])[O:17]2)=[CH:2][CH:3]=[N:4]1)[CH3:9] |f:3.4|. Procedure: At 0° C., to above solution of 4-methylpyrazole (˜50 mmol) was added n-BuLi (2.5M in hexane, 22 mL, 55 mmol). The reaction solution was stirred for 1 hour at RT and then cooled to −78° C. [J. Heterocyclic Chem. 41, 931 (2004)]. To the reaction solution was added 2-isopropoxy-4,4,5,5-tetramethyl-1,3,2-dioxaborolane (10.2 g, 55 mmol). After 15 min at −78° C., the reaction was allowed to warm to 0° C. over 1 hour. The reaction was diluted with saturated NH4Cl solution and extracted with DCM. The or...